The task is: describe an organic reaction: reactants, conditions, products, and yield. This data is from the Open Reaction Database (ORD), a public repository of structured organic reaction records. Procedure details: Prepared from methyl 2-(5-(4-(allyloxy)-4-methylpiperidin-1-yl)-2-(3-bromophenyl)-7,8-dimethylimidazo[1,2-a]pyridin-6-yl)-2-oxoacetate in 72% yield following the same procedure as (S)-methyl 2-(5-(4-(allyloxy)-4-methylpiperidin-1-yl)-2-(3-bromophenyl)-7-methylimidazo[1,2-a]pyridin-6-yl)-2-hydroxyacetate. LCMS (ESI, M+1): 542.30. The product is C(C=C)OC1(CCN(CC1)C1=C(C(=C(C=2N1C=C(N2)C2=CC(=CC=C2)Br)C)C)[C@@H](C(=O)OC)O)C ((S)-Methyl 2-(5-(4-(allyloxy)-4-methylpiperidin-1-yl)-2-(3-bromophenyl)-7,8-dimethylimidazo[1,2-a]pyridin-6-yl)-2-hydroxyacetate). Reaction SMILES: [CH2:1]([O:4][C:5]1([CH3:35])[CH2:10][CH2:9][N:8]([C:11]2[N:16]3[CH:17]=[C:18]([C:20]4[CH:25]=[CH:24][CH:23]=[C:22]([Br:26])[CH:21]=4)[N:19]=[C:15]3[C:14]([CH3:27])=[C:13]([CH3:28])[C:12]=2[C:29](=[O:34])[C:30]([O:32][CH3:33])=[O:31])[CH2:7][CH2:6]1)[CH:2]=[CH2:3].C(OC1(C)CCN(C2N3C=C(C4C=CC=C(Br)C=4)N=C3C=C(C)C=2[C@H](O)C(OC)=O)CC1)C=C>>[CH2:1]([O:4][C:5]1([CH3:35])[CH2:10][CH2:9][N:8]([C:11]2[N:16]3[CH:17]=[C:18]([C:20]4[CH:25]=[CH:24][CH:23]=[C:22]([Br:26])[CH:21]=4)[N:19]=[C:15]3[C:14]([CH3:27])=[C:13]([CH3:28])[C:12]=2[C@H:29]([OH:34])[C:30]([O:32][CH3:33])=[O:31])[CH2:7][CH2:6]1)[CH:2]=[CH2:3]. Starting materials: C(C=C)OC1(CCN(CC1)C1=C(C(=C(C=2N1C=C(N2)C2=CC(=CC=C2)Br)C)C)C(C(=O)OC)=O)C (methyl 2-(5-(4-(allyloxy)-4-methylpiperidin-1-yl)-2-(3-bromophenyl)-7,8-dimethylimidazo[1,2-a]pyridin-6-yl)-2-oxoacetate), C(C=C)OC1(CCN(CC1)C1=C(C(=CC=2N1C=C(N2)C2=CC(=CC=C2)Br)C)[C@@H](C(=O)OC)O)C ((S)-methyl 2-(5-(4-(allyloxy)-4-methylpiperidin-1-yl)-2-(3-bromophenyl)-7-methylimidazo[1,2-a]pyridin-6-yl)-2-hydroxyacetate). The yield is 72.0%. Reactants: solution, C(C)[Mg]Br (ethylmagnesium bromide), 2.879, O1C(CCCC1)OCC#CCC#C (hexa-2,5-diyn-1-ol tetrahydropyranyl ether), [Cl-].[NH4+] (ammonium chloride), cuprous chloride, ICC#CCOC1=CC=CC=C1 (1-iodo-4-phenoxybut-2-yne). Run in CCOCC (ether), O1CCCC1 (tetrahydrofuran). Run at temperature -20 celsius, time 2 hour. Product: O(C1=CC=CC=C1)CC#CCC#CCC#CCO (10-phenoxydeca-2,5,8-triyn-1-ol). RXN SMILES: C([Mg]Br)C.O1CCCCC1[O:11][CH2:12][C:13]#[C:14][CH2:15][C:16]#[CH:17].I[CH2:19][C:20]#[C:21][CH2:22][O:23][C:24]1[CH:29]=[CH:28][CH:27]=[CH:26][CH:25]=1.[Cl-].[NH4+]>CCOCC.O1CCCC1>[O:23]([CH2:22][C:21]#[C:20][CH2:19][C:17]#[C:16][CH2:15][C:14]#[C:13][CH2:12][OH:11])[C:24]1[CH:29]=[CH:28][CH:27]=[CH:26][CH:25]=1 |f:3.4|. Procedure details: 3.99 ml (2.15 g, 0.016 mol) of a 4.05N solution of ethylmagnesium bromide in ether was added dropwise under argon to a solution of 2.879 (0.0161 mol) of hexa-2,5-diyn-1-ol tetrahydropyranyl ether [D. Van der Steen et al, Recueil 82, 1015 (1963)] in 30 ml of tetrahydrofuran maintained at -20° C. After the addition was finished, the reactionmixture was stirred for 2 hours further at -20° C. Then, 52.8 mg (0.53 mmol) of cuprous chloride was added. The mixture was stirred for 20 additional minutes, ... Reactants: FC1=C(C=O)C=CC=C1[N+](=O)[O-] (2-fluoro-3-nitrobenzaldehyde), N\C(=C/C(=O)OC)\C (methyl 3-aminocrotonate), C(CC(=O)C)(=O)OCCN(C)CC1=CC=CC=C1 (2-(N-benzyl-N-methylamino)ethyl acetoacetate). Solvent: CC(C)O (2-propanol). Product: CC=1NC(=C(C(C1C(=O)OCCN(C)CC1=CC=CC=C1)C1=C(C(=CC=C1)[N+](=O)[O-])F)C(=O)OC)C (2-(N-benzyl-N-methylamino)ethyl methyl 2,6-dimethyl-4-(2-fluoro-3-nitrophenyl)-1,4-dihydropyridine-3,5-dicarboxylate). The yield is 50.7%. RXN SMILES: [F:1][C:2]1[C:9]([N+:10]([O-:12])=[O:11])=[CH:8][CH:7]=[CH:6][C:3]=1[CH:4]=O.[NH2:13]/[C:14](/[CH3:20])=[CH:15]\[C:16]([O:18][CH3:19])=[O:17].[C:21]([O:27][CH2:28][CH2:29][N:30]([CH2:32][C:33]1[CH:38]=[CH:37][CH:36]=[CH:35][CH:34]=1)[CH3:31])(=[O:26])[CH2:22][C:23]([CH3:25])=O>CC(O)C>[CH3:25][C:23]1[NH:13][C:14]([CH3:20])=[C:15]([C:16]([O:18][CH3:19])=[O:17])[CH:4]([C:3]2[CH:6]=[CH:7][CH:8]=[C:9]([N+:10]([O-:12])=[O:11])[C:2]=2[F:1])[C:22]=1[C:21]([O:27][CH2:28][CH2:29][N:30]([CH2:32][C:33]1[CH:38]=[CH:37][CH:36]=[CH:35][CH:34]=1)[CH3:31])=[O:26]. Reported procedure: A mixture of 330 mg of 2-fluoro-3-nitrobenzaldehyde, 252 mg of methyl 3-aminocrotonate and 506 mg of 2-(N-benzyl-N-methylamino)ethyl acetoacetate in 2 ml of 2-propanol was refluxed for 12 hours, and then the solvent was distilled off in vacuo. The residue was purified by the method of a column chromatography on silica gel to provide 492 mg of the desired compound (104). The reactants are [H-].[Al+3].[Li+].[H-].[H-].[H-] (Lithium aluminium hydride), C(C1=CC=CC=C1)N1N=CC(=C1C1=CC=CC=C1)C(=O)OCC (ethyl 1-benzyl-5-phenyl-1H-pyrazole-4-carboxylate), O.O.O.O.O.O.O.O.O.O.S(=O)(=O)([O-])[O-].[Na+].[Na+] (Sodium sulfate decahydrate), CCCCCC (hexane). The solvent is O1CCCC1 (tetrahydrofuran). Conditions: time 1 hour. Product: C(C1=CC=CC=C1)N1N=CC(=C1C1=CC=CC=C1)CO ((1-benzyl-5-phenyl-1H-pyrazol-4-yl)methanol). The yield is 99.8%. As a reaction SMILES: [H-].[Al+3].[Li+].[H-].[H-].[H-].[CH2:7]([N:14]1[C:18]([C:19]2[CH:24]=[CH:23][CH:22]=[CH:21][CH:20]=2)=[C:17]([C:25](OCC)=[O:26])[CH:16]=[N:15]1)[C:8]1[CH:13]=[CH:12][CH:11]=[CH:10][CH:9]=1.O.O.O.O.O.O.O.O.O.O.S([O-])([O-])(=O)=O.[Na+].[Na+].CCCCCC>O1CCCC1>[CH2:7]([N:14]1[C:18]([C:19]2[CH:20]=[CH:21][CH:22]=[CH:23][CH:24]=2)=[C:17]([CH2:25][OH:26])[CH:16]=[N:15]1)[C:8]1[CH:9]=[CH:10][CH:11]=[CH:12][CH:13]=1 |f:0.1.2.3.4.5,7.8.9.10.11.12.13.14.15.16.17.18.19|. Procedure details: Lithium aluminium hydride (2.50 g) was added to a solution of ethyl 1-benzyl-5-phenyl-1H-pyrazole-4-carboxylate (20.2 g) in tetrahydrofuran (300 ml) at 0° C., and the mixture was stirred at room temperature for one hour. Sodium sulfate decahydrate (21.23 g) and hexane (100 ml) were added to the reaction mixture, and the mixture was stirred at room temperature for one hour. After the precipitate was removed by filtration, the filtrate was concentrated. The residue was subjected to silica gel colu... The reactants are [BH4-].[Na+] (sodium tetrahydroborate), C(C)OC(=O)COC=1C=C(CNC2=NC3=C(N2[C@H]2[C@H](O)[C@H](O)[C@H](O2)CO)C=CC=C3)C=CC1C1=CC=CC=C1 (2-(3-Ethoxycarbonylmethyloxy-4-phenylbenzylamino)-1-(β-D-ribofuranosyl)-1H-benzimidazole), Cl (hydrochloric acid). Solvent: CO (methanol). Run at time 1 hour. The product is OCCOC=1C=C(CNC2=NC3=C(N2[C@H]2[C@H](O)[C@H](O)[C@H](O2)CO)C=CC=C3)C=CC1C1=CC=CC=C1 (2-[3-(2-Hydroxyethyloxy)-4-phenylbenzylamino]-1-(β-D-ribofuranosyl)-1H-benzimidazole). Yield: 43.0%. As a reaction SMILES: C([O:3][C:4]([CH2:6][O:7][C:8]1[CH:9]=[C:10]([CH:31]=[CH:32][C:33]=1[C:34]1[CH:39]=[CH:38][CH:37]=[CH:36][CH:35]=1)[CH2:11][NH:12][C:13]1[N:17]([C@@H:18]2[O:24][C@H:23]([CH2:25][OH:26])[C@@H:21]([OH:22])[C@H:19]2[OH:20])[C:16]2[CH:27]=[CH:28][CH:29]=[CH:30][C:15]=2[N:14]=1)=O)C.[BH4-].[Na+].Cl>CO>[OH:3][CH2:4][CH2:6][O:7][C:8]1[CH:9]=[C:10]([CH:31]=[CH:32][C:33]=1[C:34]1[CH:39]=[CH:38][CH:37]=[CH:36][CH:35]=1)[CH2:11][NH:12][C:13]1[N:17]([C@@H:18]2[O:24][C@H:23]([CH2:25][OH:26])[C@@H:21]([OH:22])[C@H:19]2[OH:20])[C:16]2[CH:27]=[CH:28][CH:29]=[CH:30][C:15]=2[N:14]=1 |f:1.2|. Procedure: 2-(3-Ethoxycarbonylmethyloxy-4-phenylbenzylamino)-1-(β-D-ribofuranosyl)-1H-benzimidazole (53 mg) was dissolved in methanol (5 mL). To the mixture was added sodium tetrahydroborate (8 mg), and the mixture was stirred at room temperature for 1 hours. To the reaction mixture was added 1 mol/L hydrochloric acid (0.5 mL), and the solvent was removed under reduced pressure. The obtained residue was purified by preparative reverse phase column chromatography (Shiseido CAPSELL PAC C18UG80, 5 μm, 20×50 m... The reactants are FC(Br)(Br)Br, C1CCOC1, CC[Zn]CC, CC(C)(C)OC(=O)N1CCC(=O)CC1, c1ccc(P(c2ccccc2)c2ccccc2)cc1. The product is CC(C)(C)OC(=O)N1CCC(=C(F)Br)CC1. Reaction SMILES: [Br:34][C:35]([F:36])([Br:37])[Br:38].[CH2:44]1[O:45][CH2:46][CH2:47][CH2:48]1.[CH3:39][CH2:40][Zn:41][CH2:42][CH3:43].[O:1]=[C:2]1[CH2:3][CH2:4][N:5]([C:8](=[O:9])[O:10][C:11]([CH3:12])([CH3:13])[CH3:14])[CH2:6][CH2:7]1.[c:15]1([P:16]([c:17]2[cH:18][cH:19][cH:20][cH:21][cH:22]2)[c:23]2[cH:24][cH:25][cH:26][cH:27][cH:28]2)[cH:29][cH:30][cH:31][cH:32][cH:33]1>>[C:2]1(=[C:35]([Br:34])[F:36])[CH2:3][CH2:4][N:5]([C:8](=[O:9])[O:10][C:11]([CH3:12])([CH3:13])[CH3:14])[CH2:6][CH2:7]1.